From a dataset of the Open Reaction Database (ORD), a public repository of structured organic reaction records. describe an organic reaction: reactants, conditions, products, and yield Starting materials: C(C(=O)Cl)(=O)Cl (Oxalyl chloride), C(CC)C=1N(C2=C(C=NC=3C=CC=CC23)N1)CCCCCC(=O)O (6-(2-propyl-1H-imidazo[4,5-c]quinolin-1-yl)hexanoic acid), N1CCOCC1 (morpholine). Run in ClCCl (dichloromethane). Conditions: time 1 hour. Product: N1(CCOCC1)C(CCCCCN1C(=NC=2C=NC=3C=CC=CC3C21)CCC)=O (1-(6-morpholin-4-yl-6-oxohexyl)-2-propyl-1H-imidazo[4,5-c]quinoline). Yield: 99.2%. Reaction SMILES: [CH2:1]([C:4]1[N:5]([CH2:17][CH2:18][CH2:19][CH2:20][CH2:21][C:22](O)=[O:23])[C:6]2[C:15]3[CH:14]=[CH:13][CH:12]=[CH:11][C:10]=3[N:9]=[CH:8][C:7]=2[N:16]=1)[CH2:2][CH3:3].C(Cl)(=O)C(Cl)=O.[NH:31]1[CH2:36][CH2:35][O:34][CH2:33][CH2:32]1>ClCCl>[N:31]1([C:22](=[O:23])[CH2:21][CH2:20][CH2:19][CH2:18][CH2:17][N:5]2[C:6]3[C:15]4[CH:14]=[CH:13][CH:12]=[CH:11][C:10]=4[N:9]=[CH:8][C:7]=3[N:16]=[C:4]2[CH2:1][CH2:2][CH3:3])[CH2:36][CH2:35][O:34][CH2:33][CH2:32]1. Reported procedure: A solution of 6-(2-propyl-1H-imidazo[4,5-c]quinolin-1-yl)hexanoic acid (3.0 g, 9.2 mmol) in anhydrous dichloromethane (50 mL) was cooled to 0° C. Oxalyl chloride (1.44 mL, 16.6 mmol) was added dropwise over a period of 15 minutes. The resulting solution was allowed to warm to ambient temperature and stirred for one hour and then concentrated under reduced pressure. The residue was dissolved in dichloromethane (50 mL), and morpholine (2.41 mL, 27.6 mmol) was added. The reaction was stirred overni...